From a dataset of the Open Reaction Database (ORD), a public repository of structured organic reaction records. describe an organic reaction: reactants, conditions, products, and yield Reactants: C(C=CC)N1C(=C(C=2C1=C(N=NC2)Cl)C)C (1-(2-butenyl)-7-chloro-2,3-dimethylpyrrolo[2,3-d]pyridazine), ClC1=C(CO)C=CC(=C1)Cl (2,4-dichlorobenzyl alcohol). Yields the product C(C=CC)N1C(=C(C=2C1=C(N=NC2)OCC2=C(C=C(C=C2)Cl)Cl)C)C (1-(2-Butenyl)-7-(2,4-dichlorobenzyloxy)-2,3-dimethylpyrrolo[2,3-d]pyridazine). Yield: 72.4%. RXN SMILES: [CH2:1]([N:5]1[C:9]2=[C:10](Cl)[N:11]=[N:12][CH:13]=[C:8]2[C:7]([CH3:15])=[C:6]1[CH3:16])[CH:2]=[CH:3][CH3:4].[Cl:17][C:18]1[CH:25]=[C:24]([Cl:26])[CH:23]=[CH:22][C:19]=1[CH2:20][OH:21]>>[CH2:1]([N:5]1[C:9]2=[C:10]([O:21][CH2:20][C:19]3[CH:22]=[CH:23][C:24]([Cl:26])=[CH:25][C:18]=3[Cl:17])[N:11]=[N:12][CH:13]=[C:8]2[C:7]([CH3:15])=[C:6]1[CH3:16])[CH:2]=[CH:3][CH3:4]. Reported procedure: The title compound (cis/trans=25/75) was prepared as white crystals in 72.4% yield in a similar procedure to that described in Example 1 by using 1-(2-butenyl)-7-chloro-2,3-dimethylpyrrolo[2,3-d]pyridazine (cis/trans=21/79) and 2,4-dichlorobenzyl alcohol. Reactants: C(C1=CC=CC=C1)OC1=NN(C=C1C(O)C1CCCCC1)C1=CC=CC=C1 ([3-(benzyloxy)-1-phenyl-1H-pyrazol-4-yl](cyclohexyl)methanol), NC1=CC=C(C=C1)C(=O)NCCC(=O)OCC (ethyl 3-{[(4-aminophenyl)carbonyl]amino}propanoate). The product is C(C1=CC=CC=C1)OC1=NN(C=C1C(C1CCCCC1)NC1=CC=C(C=C1)C(=O)NCCC(=O)O)C1=CC=CC=C1 (3-({[4-({[3-(benzyloxy)-1-phenyl-1H-pyrazol-4-yl](cyclohexyl)methyl}amino)phenyl]carbonyl}amino)propanoic acid). The yield is 42.8%. As a reaction SMILES: [CH2:1]([O:8][C:9]1[C:13]([CH:14]([CH:16]2[CH2:21][CH2:20][CH2:19][CH2:18][CH2:17]2)O)=[CH:12][N:11]([C:22]2[CH:27]=[CH:26][CH:25]=[CH:24][CH:23]=2)[N:10]=1)[C:2]1[CH:7]=[CH:6][CH:5]=[CH:4][CH:3]=1.[NH2:28][C:29]1[CH:34]=[CH:33][C:32]([C:35]([NH:37][CH2:38][CH2:39][C:40]([O:42]CC)=[O:41])=[O:36])=[CH:31][CH:30]=1>>[CH2:1]([O:8][C:9]1[C:13]([CH:14]([NH:28][C:29]2[CH:30]=[CH:31][C:32]([C:35]([NH:37][CH2:38][CH2:39][C:40]([OH:42])=[O:41])=[O:36])=[CH:33][CH:34]=2)[CH:16]2[CH2:21][CH2:20][CH2:19][CH2:18][CH2:17]2)=[CH:12][N:11]([C:22]2[CH:27]=[CH:26][CH:25]=[CH:24][CH:23]=2)[N:10]=1)[C:2]1[CH:7]=[CH:6][CH:5]=[CH:4][CH:3]=1. Reported procedure: Using [3-(benzyloxy)-1-phenyl-1H-pyrazol-4-yl](cyclohexyl)methanol (0.79 g) synthesized above and ethyl 3-{[(4-aminophenyl)carbonyl]amino}propanoate (0.51 g) synthesized in Example 1(2) and in the same manner as in Example 1(7), the title object compound (0.51 g, 43%) was obtained as a white solid. Starting materials: Cl.COC(CN)=O (glycine methyl ester hydrochloride), [B-](F)(F)(F)F.CCOC(=O)C(=NOC(=[N+](C)C)N(C)C)C#N (TOTU), C(C)N1CCOCC1 (N-ethylmorpholine), N1=CC=C(C=C1)CC(CC(=O)O)(C(=O)OCC)C(=O)OCC (4-(4-pyridyl)-3,3-bisethoxycarbonylbutyric acid). Run in CN(C=O)C (dimethylformamide). Conditions: time 24 hour. Product: COC(CNC(CC(CC1=CC=NC=C1)(C(=O)OCC)C(=O)OCC)=O)=O ([4-(4-pyridyl)-3,3-bisethoxycarbonylbutyryl]glycine methyl ester). Reaction SMILES: [N:1]1[CH:6]=[CH:5][C:4]([CH2:7][C:8]([C:18]([O:20][CH2:21][CH3:22])=[O:19])([C:13]([O:15][CH2:16][CH3:17])=[O:14])[CH2:9][C:10]([OH:12])=O)=[CH:3][CH:2]=1.Cl.[CH3:24][O:25][C:26](=[O:29])[CH2:27][NH2:28].[B-](F)(F)(F)F.CCOC(C(C#N)=NOC(N(C)C)=[N+](C)C)=O.C(N1CCOCC1)C>CN(C)C=O>[CH3:24][O:25][C:26](=[O:29])[CH2:27][NH:28][C:10](=[O:12])[CH2:9][C:8]([C:18]([O:20][CH2:21][CH3:22])=[O:19])([C:13]([O:15][CH2:16][CH3:17])=[O:14])[CH2:7][C:4]1[CH:3]=[CH:2][N:1]=[CH:6][CH:5]=1 |f:1.2,3.4|. Procedure: 9.27 g of 4-(4-pyridyl)-3,3-bisethoxycarbonylbutyric acid are dissolved in 600 ml of dimethylformamide. 3.69 g of glycine methyl ester hydrochloride, 8.78 g of TOTU and 11.5 ml of N-ethylmorpholine are then added successively. The mixture is stirred for 24 h and the solvent is then stripped off in vacuo. The oily residue is chromatographed on silica gel using ethyl acetate. The fractions containing the product are combined and concentrated. Reactants: COC1=NC(=NC(=N1)Cl)Cl (2-methoxy-4,6-dichloro-s-triazine), C(#N)CC(=O)OC (methyl cyanoacetate), [H-].[Na+] (sodium hydride). Product: C(=O)(OC)C(C1=NC(=NC(=N1)C(C#N)C(=O)OC)OC)C#N (2,4-di-(carbomethoxycyanomethyl)-6-methoxy-s-triazine). The yield is 82.0%. As a reaction SMILES: [CH3:1][O:2][C:3]1[N:8]=[C:7](Cl)[N:6]=[C:5](Cl)[N:4]=1.[C:11]([CH2:13][C:14]([O:16][CH3:17])=[O:15])#[N:12].[H-].[Na+]>>[C:14]([CH:13]([C:11]#[N:12])[C:5]1[N:6]=[C:7]([CH:13]([C:14]([O:16][CH3:17])=[O:15])[C:11]#[N:12])[N:8]=[C:3]([O:2][CH3:1])[N:4]=1)([O:16][CH3:17])=[O:15] |f:2.3|. Reported procedure: The preparation was carried out in the same way as indicated in Example II. 2.70 g (0.015 moles) of 2-methoxy-4,6-dichloro-s-triazine were converted with the reaction product of 5.95 g (0.06 moles) of methyl cyanoacetate and 1.44 g (0.06 moles) of sodium hydride. After extraction with methanol and petroleum ether (boiling point 40°-60° C.) 3.74 g of 2,4-di-(carbomethoxycyanomethyl)-6-methoxy-s-triazine were obtained in 82% yield. The UV absorption maxima were at' ##EQU18##